Dataset: the Open Reaction Database (ORD), a public repository of structured organic reaction records. Task: describe an organic reaction: reactants, conditions, products, and yield The reactants are CO (carbinol), paratoluenesulfonic acid, C1(=CC=CC=C1)C (toluene). Conditions: time 2 hour. Product: C1(=CC=CC=C1)C(=C)C1=CC=CC=C1 (1,1-Diphenylethylene). RXN SMILES: CO.[C:3]1([CH3:9])[CH:8]=[CH:7][CH:6]=[CH:5][CH:4]=1>>[C:3]1([C:9]([C:3]2[CH:8]=[CH:7][CH:6]=[CH:5][CH:4]=2)=[CH2:9])[CH:8]=[CH:7][CH:6]=[CH:5][CH:4]=1. Procedure: 200.23 g of crude carbinol, 400 ml of toluene and 1 g of paratoluenesulfonic acid (PTSA) were weighed and put in a 1-liter reaction flask, and azeotropic dehydration was carried out under toluene refluxing (94°-116° C.) for 2 hours. The resulting product was washed with water after cooling, washed with a 2% aqueous solution of soda ash, washed with water, dried over magnesium sulfate, and concentrated to obtain 190.09 g of crude 1,1-diphenylethylene (9a, Ar=R=Ph). Crude 1,1-diphenylethylene (9a)... The reactants are FC(C=1C=C(C(=O)N2CCC3(C(CNC3=O)C3=CC=CC=C3)CC2)C=C(C1)C(F)(F)F)(F)F ((rac)-8-(3,5-bis-trifluoromethyl-benzoyl)-4-phenyl-2,8-diaza-spiro[4.5]decan-1-one), CI (methyl iodide). Yields the product FC(C=1C=C(C(=O)N2CCC3(C(CN(C3=O)C)C3=CC=CC=C3)CC2)C=C(C1)C(F)(F)F)(F)F ((rac)-8-(3,5-Bis-trifluoromethyl-benzoyl)-2-methyl-4-phenyl-2.8-diaza-spiro[4.5]decan-1-one). Reaction SMILES: [F:1][C:2]([F:33])([F:32])[C:3]1[CH:4]=[C:5]([CH:25]=[C:26]([C:28]([F:31])([F:30])[F:29])[CH:27]=1)[C:6]([N:8]1[CH2:24][CH2:23][C:11]2([C:15](=[O:16])[NH:14][CH2:13][CH:12]2[C:17]2[CH:22]=[CH:21][CH:20]=[CH:19][CH:18]=2)[CH2:10][CH2:9]1)=[O:7].[CH3:34]I>>[F:31][C:28]([F:29])([F:30])[C:26]1[CH:25]=[C:5]([CH:4]=[C:3]([C:2]([F:1])([F:32])[F:33])[CH:27]=1)[C:6]([N:8]1[CH2:9][CH2:10][C:11]2([C:15](=[O:16])[N:14]([CH3:34])[CH2:13][CH:12]2[C:17]2[CH:18]=[CH:19][CH:20]=[CH:21][CH:22]=2)[CH2:23][CH2:24]1)=[O:7]. Reported procedure: The title compound, MS: m/e=485.3 (M+H+), was prepared in accordance with the general method of example 99 from (rac)-8-(3,5-bis-trifluoromethyl-benzoyl)-4-phenyl-2,8-diaza-spiro[4.5]decan-1-one and methyl iodide. Starting materials: 3(R)-t-butoxycarbonylamido-N-(2,2-dimethyl-1(S)-(methylcarbamoyl)propyl)succinamic acid benzyl ester, CN(C)C(=[N+](C)C)ON1C2=C(C=CC=C2)N=N1.[B-](F)(F)(F)F (TBTU), C(C1=CC=CC=C1)OC([C@@H](CC(=O)N[C@H](C(C)(C)O)CO)NC(=O)OC(C)(C)C)=O ((R)-t-butoxycarbonylamino-N-[2-hydroxy-1(S)-(hydroxymethyl)-2-methylpropyl]succinamic acid benzyl ester), Cl.N[C@H](CO)C(C)(O)C (2(R)-amino-3-methyl-butane-1,3-diol hydrochloride), N-t-butoxycarbonyl-D-aspartic acid β-benzyl ester. Yields the product C(C1=CC=CC=C1)OC(C[C@H](C(=O)N[C@H](C(C)(C)O)CO)NC(=O)OC(C)(C)C)=O (3(R)-t-Butoxycarbonylamino-N-[2-hydroxy-1(S)-(hydroxymethyl)-2-methylpropyl]succinamic Acid Benzyl Ester). The yield is 52.0%. As a reaction SMILES: Cl.N[C@@H:3]([C:6]([CH3:9])([OH:8])[CH3:7])CO.C[N:11]([C:13]([O:17]N1N=NC2C=CC=CC1=2)=[N+](C)C)C.[B-](F)(F)(F)F.[CH2:32]([O:39][C:40](=[O:61])[C@H:41](NC(OC(C)(C)C)=O)[CH2:42][C:43]([NH:45][C@@H:46]([CH2:51][OH:52])[C:47]([OH:50])([CH3:49])[CH3:48])=[O:44])[C:33]1[CH:38]=[CH:37][CH:36]=[CH:35][CH:34]=1>>[CH2:32]([O:39][C:40](=[O:61])[CH2:41][C@@H:42]([NH:11][C:13]([O:8][C:6]([CH3:3])([CH3:7])[CH3:9])=[O:17])[C:43]([NH:45][C@@H:46]([CH2:51][OH:52])[C:47]([OH:50])([CH3:48])[CH3:49])=[O:44])[C:33]1[CH:34]=[CH:35][CH:36]=[CH:37][CH:38]=1 |f:0.1,2.3|. Reported procedure: 3-Benzyloxycarbonyl-2,2-dimethyl-4R-(1-hydroxy-1-methyl-ethyl)-oxazolidine was hydrogenolyzed in the presence of HCl according to conditions described in Example 1(a) to provide crude 2(R)-amino-3-methyl-butane-1,3-diol hydrochloride. According to the procedure described in Example 1(b) for the preparation of 3(R)-t-butoxycarbonylamido-N-(2,2-dimethyl-1(S)-(methylcarbamoyl)propyl)succinamic acid benzyl ester, the crude amine salt was coupled to N-t-butoxycarbonyl-D-aspartic acid β-benzyl ester w... Reactants: N1N=NN=C1C=1C=CC2=C(SC3=C(CC2)C=CC=C3)C1 (10,11-dihydro-3-(5-tetrazolyl)dibenzo[b,f]thiepin), OO (hydrogen peroxide). Solvent: C(C)(=O)O (acetic acid). The product is N1N=NN=C1C=1C=CC2=C(S(C3=C(CC2)C=CC=C3)=O)C1 (10,11-Dihydro-3-(5-tetrazolyl)dibenzo[b,f]thiepin-5-oxide). Reaction SMILES: [NH:1]1[C:5]([C:6]2[CH:7]=[CH:8][C:9]3[CH2:15][CH2:14][C:13]4[CH:16]=[CH:17][CH:18]=[CH:19][C:12]=4[S:11][C:10]=3[CH:20]=2)=[N:4][N:3]=[N:2]1.[OH:21]O>C(O)(=O)C>[NH:1]1[C:5]([C:6]2[CH:7]=[CH:8][C:9]3[CH2:15][CH2:14][C:13]4[CH:16]=[CH:17][CH:18]=[CH:19][C:12]=4[S:11](=[O:21])[C:10]=3[CH:20]=2)=[N:4][N:3]=[N:2]1. Procedure: A mixture of 600 mg. of 10,11-dihydro-3-(5-tetrazolyl)dibenzo[b,f]thiepin, 25 cc. acetic acid and 5 cc. 30% hydrogen peroxide is stirred for 6 hours. The suspended solid is filtered, washed with acetic acid, then water and dried to yield 575 mg. of pure material, m.p. 278° C. dec. Reactants: N1=CC(=CC2=CC=CC=C12)C=O (3-quinoline carboxaldehyde), C1(=CC=CC=C1)N1CCNCC1 (1-phenylpiperazine), C(C)(=O)O[BH-](OC(C)=O)OC(C)=O.[Na+] (sodium triacetoxyborohydride), ClC(C)Cl (dichloroethane). Reaction conditions: time 18 hour. Yields the product N1=C(C=CC2=CC=CC=C12)CN1CCN(CC1)C1=CC=C(C=C1)CO ([4-(4-quinolin-2-ylmethyl-piperazin-1-yl)-phenyl]-methanol). RXN SMILES: [N:1]1[C:10]2[C:5](=[CH:6][CH:7]=[CH:8][CH:9]=2)[CH:4]=[C:3](C=O)[CH:2]=1.[C:13]1([N:19]2[CH2:24][CH2:23][NH:22][CH2:21][CH2:20]2)[CH:18]=[CH:17][CH:16]=[CH:15][CH:14]=1.[C:25](O[BH-](OC(=O)C)OC(=O)C)(=[O:27])C.[Na+].Cl[CH:40](Cl)C>>[N:1]1[C:10]2[C:5](=[CH:6][CH:7]=[CH:8][CH:9]=2)[CH:4]=[CH:3][C:2]=1[CH2:40][N:22]1[CH2:23][CH2:24][N:19]([C:13]2[CH:18]=[CH:17][C:16]([CH2:25][OH:27])=[CH:15][CH:14]=2)[CH2:20][CH2:21]1 |f:2.3|. Procedure details: A mixture of 3-quinoline carboxaldehyde (1 g, 6.36 mmol) and 1-phenylpiperazine (6.68 mmol), and sodium triacetoxyborohydride (2 g, 9.6 mmol) and 20 mL of dichloroethane, is stirred at room temperature for 18 hours. The resulting mixture is partitioned between chloroform and aqueous sodium bicarbonate, the organic layer is dried over sodium sulfate, and the solvents were removed under reduced pressure. The residue was recrystallized from ethyl acetate to give 1.2 g of the title compound as a whi... Reactants: C(C)(=O)NC=1SC(=CN1)SC=1NC=CN1 (2-acetylamino-5-(2-imidazolylthio)thiazole), Cl (hydrochloric acid). Run in C(C)O (ethanol). Yields the product NC=1SC(=CN1)SC=1NC=CN1 (2-amino-5-(2-imidazolylthio)thiazole). Yield: 23.6%. RXN SMILES: C([NH:4][C:5]1[S:6][C:7]([S:10][C:11]2[NH:12][CH:13]=[CH:14][N:15]=2)=[CH:8][N:9]=1)(=O)C.Cl>C(O)C>[NH2:4][C:5]1[S:6][C:7]([S:10][C:11]2[NH:15][CH:14]=[CH:13][N:12]=2)=[CH:8][N:9]=1. Procedure details: A mixture of 2-acetylamino-5-(2-imidazolylthio)thiazole (1.8 g) in a mixture of concentrated hydrochloric acid (10 ml) and ethanol (50 ml) was refluxed for 5 hours with stirring. The reaction mixture was concentrated under reduced pressure and the residue was dissolved in water. The solution was adjusted to pH 8.5 using sodium bicarbonate with cooling. The precipitates were collected by filtration, washed with water and dried in vacuo to give 2-amino-5-(2-imidazolylthio)thiazole (0.35 g). The fi...